From a dataset of the Open Reaction Database (ORD), a public repository of structured organic reaction records. describe an organic reaction: reactants, conditions, products, and yield Reactants: C(C)OC(CC(C=C)(CC1=CC=C(C=C1)OCCCNC1=NC=CC=C1)C)=O (3-Methyl-3-{4-[3-(pyridin-2-ylamino)-propoxy]-benzyl}-pent-4-enoic Acid Ethyl Ester), [OH-].[Na+] (sodium hydroxide), CO (methanol). The solvent is O (water). The product is CC(CC(=O)O)(C=C)CC1=CC=C(C=C1)OCCCNC1=NC=CC=C1 (3-Methyl-3-{4-[3-(pyridin-2-ylamino)-propoxy]-benzyl}-pent-4-enoic Acid). Isolated yield 62.3%. Reaction SMILES: C([O:3][C:4](=[O:28])[CH2:5][C:6]([CH3:27])([CH2:9][C:10]1[CH:15]=[CH:14][C:13]([O:16][CH2:17][CH2:18][CH2:19][NH:20][C:21]2[CH:26]=[CH:25][CH:24]=[CH:23][N:22]=2)=[CH:12][CH:11]=1)[CH:7]=[CH2:8])C.[OH-].[Na+].CO>O>[CH3:27][C:6]([CH2:9][C:10]1[CH:15]=[CH:14][C:13]([O:16][CH2:17][CH2:18][CH2:19][NH:20][C:21]2[CH:26]=[CH:25][CH:24]=[CH:23][N:22]=2)=[CH:12][CH:11]=1)([CH:7]=[CH2:8])[CH2:5][C:4]([OH:28])=[O:3] |f:1.2|. Procedure details: A solution of the product of STEP 7 (0.26 g), 1 N sodium hydroxide in water (2 ml), and methanol (4 ml) was stirred overnight. Solvent was removed. The crude product was purified on a reverse phase HPLC using acetonitrile/water (0.5% TFA) gradient to give colorless oil (0.150 g). Anal. MS (APCI): m/z=355 (MH+), 1H NMR (500 MHz, CD3OD): δ1.09 (3H, s), 2.16 (2H, m), 2.25 (2H, q), 2.70 (2H, s), 3.59 (2H, t), 4.08 (2H, t), 4.85 (1H, d), 4.98 (1H, d), 5.92 (1H, dd), 6.81 (2H, d), 6.84 (1H, t), 7.07 (...